This data is from the Open Reaction Database (ORD), a public repository of structured organic reaction records. The task is: describe an organic reaction: reactants, conditions, products, and yield As a reaction SMILES: [Br:16][CH2:17][CH:18]1[CH2:19][O:20]1.[CH3:1][c:2]1[n:3](-[c:8]2[cH:9][n:10][cH:11][cH:12][cH:13]2)[c:4](=[O:7])[nH:5][n:6]1.[CH3:27][N:28]([CH3:29])[CH:30]=[O:31].[CH3:36][CH2:37][O:38][C:39](=[O:40])[CH3:41].[CH:32]([Cl:33])([Cl:34])[Cl:35].[H-:14].[Na+:15].[Na+:21].[Na+:22].[O-:23][C:24](=[O:25])[O-:26]>>[CH3:1][c:2]1[n:3](-[c:8]2[cH:9][n:10][cH:11][cH:12][cH:13]2)[c:4](=[O:7])[n:5]([CH2:17][CH:18]2[CH2:19][O:20]2)[n:6]1. Yields the product Cc1nn(CC2CO2)c(=O)n1-c1cccnc1. The reactants are BrCC1CO1, Cc1n[nH]c(=O)n1-c1cccnc1, CN(C)C=O, CCOC(C)=O, ClC(Cl)Cl, [H-], [Na+], [Na+], [Na+], O=C([O-])[O-].